This data is from the Open Reaction Database (ORD), a public repository of structured organic reaction records. The task is: describe an organic reaction: reactants, conditions, products, and yield Starting materials: CCN=C=O, CC(C)=O, CC1(C)OCc2cc(C3CN(CCCCCCOCCCCc4cccc(S(N)(=O)=O)c4)C(=O)O3)ccc2O1, [K+], [K+], O=C([O-])[O-]. Yields the product CCNC(=O)NS(=O)(=O)c1cccc(CCCCOCCCCCCN2CC(c3ccc4c(c3)COC(C)(C)O4)OC2=O)c1. As a reaction SMILES: [CH2:1]([CH3:2])[N:3]=[C:4]=[O:5].[CH3:51][C:52](=[O:53])[CH3:54].[CH3:6][C:7]1([CH3:44])[O:8][CH2:9][c:10]2[c:11]([cH:13][cH:14][c:15]([CH:17]3[CH2:18][N:19]([CH2:23][CH2:24][CH2:25][CH2:26][CH2:27][CH2:28][O:29][CH2:30][CH2:31][CH2:32][CH2:33][c:34]4[cH:35][c:36]([S:40](=[O:41])(=[O:42])[NH2:43])[cH:37][cH:38][cH:39]4)[C:20](=[O:22])[O:21]3)[cH:16]2)[O:12]1.[K+:45].[K+:46].[O-:47][C:48]([O-:49])=[O:50]>>[CH2:1]([CH3:2])[NH:3][C:4](=[O:5])[NH:43][S:40]([c:36]1[cH:35][c:34]([CH2:33][CH2:32][CH2:31][CH2:30][O:29][CH2:28][CH2:27][CH2:26][CH2:25][CH2:24][CH2:23][N:19]2[CH2:18][CH:17]([c:15]3[cH:14][cH:13][c:11]4[c:10]([cH:16]3)[CH2:9][O:8][C:7]([CH3:6])([CH3:44])[O:12]4)[O:21][C:20]2=[O:22])[cH:39][cH:38][cH:37]1)(=[O:41])=[O:42]. Starting materials: C(O)C1=C(C(=CC(=C1)CC)CO)O (2,6-dimethylol-4-ethylphenol), C(C(=O)O)(=O)O (oxalic acid), C=1(O)C(O)=CC=CC1 (catechol). The solvent is O (water). Conditions: temperature 70 celsius, time 4 hour. The product is C(C)C1=CC=C(C=C1)O.C=1(O)C(O)=CC=CC1 (catechol-(p-ethylphenol)). Reaction SMILES: C([C:3]1[CH:8]=[C:7]([CH2:9][CH3:10])[CH:6]=[C:5](CO)[C:4]=1[OH:13])O.C(O)(=O)C(O)=O.[C:20]1([C:22](=[CH:24][CH:25]=[CH:26][CH:27]=1)[OH:23])[OH:21]>O>[CH2:9]([C:7]1[CH:6]=[CH:5][C:4]([OH:13])=[CH:3][CH:8]=1)[CH3:10].[C:20]1([C:22](=[CH:24][CH:25]=[CH:26][CH:27]=1)[OH:23])[OH:21] |f:4.5|. Procedure details: To a 1 liter, 3 necked round bottomed flask equipped with a paddle stirrer, condenser, thermometer and heating source, were added 150 g (0.81 mole) of the 2,6-dimethylol-4-ethylphenol, followed by 9 g (0.1 moles) of oxalic acid and 181 g (1.64 moles) of catechol. To this was added 400 g of water. The reaction mixture was stirred and heated to 70° C. Solution occurred when the temperature reached approximately 60° C. Then, the reaction mixture was heated to reflux and held for 4 hours. After 1 ho... Starting materials: BrCCCBr, N#CCc1ccccc1Br, CCCCC, [H-], [H-], [Na+], CN(C)C=O, O. Product: N#CC1(c2ccccc2Br)CCC1. RXN SMILES: [Br:13][CH2:14][CH2:15][CH2:16][Br:17].[Br:3][c:4]1[c:5]([CH2:10][C:11]#[N:12])[cH:6][cH:7][cH:8][cH:9]1.[CH3:19][CH2:20][CH2:21][CH2:22][CH3:23].[H-:18].[H-:2].[Na+:1].[O:24]=[CH:25][N:26]([CH3:27])[CH3:28].[OH2:29]>>[Br:3][c:4]1[c:5]([C:10]2([C:11]#[N:12])[CH2:14][CH2:15][CH2:16]2)[cH:6][cH:7][cH:8][cH:9]1. Reactants: FC=1C=C(C=CC1N1CCNCC1)C1=NOC(C1)COC1=NOC=C1 ((5RS)-3-(3-Fluoro-4-piperazin-1-ylphenyl)-5-isoxazol-3-yloxymethyl-4,5-dihydroisoxazole), C(C)(=O)OCC(=O)Cl (acetoxyacetyl chloride). The product is FC=1C=C(C=CC1N1CCN(CC1)C(COC(C)=O)=O)C1=NOC(C1)COC1=NOC=C1 ((5RS)-3-(3-Fluoro-4-(4-(2-acetoxyacetyl)piperazin-1-yl)phenyl)-5-isoxazol-3-yloxymethyl-4,5-dihydroisoxazole). RXN SMILES: [F:1][C:2]1[CH:3]=[C:4]([C:14]2[CH2:18][CH:17]([CH2:19][O:20][C:21]3[CH:25]=[CH:24][O:23][N:22]=3)[O:16][N:15]=2)[CH:5]=[CH:6][C:7]=1[N:8]1[CH2:13][CH2:12][NH:11][CH2:10][CH2:9]1.[C:26]([O:29][CH2:30][C:31](Cl)=[O:32])(=[O:28])[CH3:27]>>[F:1][C:2]1[CH:3]=[C:4]([C:14]2[CH2:18][CH:17]([CH2:19][O:20][C:21]3[CH:25]=[CH:24][O:23][N:22]=3)[O:16][N:15]=2)[CH:5]=[CH:6][C:7]=1[N:8]1[CH2:13][CH2:12][N:11]([C:31](=[O:32])[CH2:30][O:29][C:26](=[O:28])[CH3:27])[CH2:10][CH2:9]1. Procedure: (5RS)-3-(3-Fluoro-4-piperazin-1-ylphenyl)-5-isoxazol-3-yloxymethyl-4,5-dihydroisoxazole (175 mg, 0.51 mM) was treated with acetoxyacetyl chloride using essentially the conditions of Example 16, to give the desired product after chromatography and precipitation (163 mg). Starting materials: N (ammonia), C(C1=CC=CC=C1)OC(=O)C=1N(C2=CC=CC(=C2C1)Br)CC1=CC(=CC=C1)F (4-bromo-1-(3-fluoro-benzyl)-1H-indole-2-carboxylic acid benzyl ester), [OH-].[Na+] (NaOH), C(C(=O)Cl)(=O)Cl (oxalyl chloride). Product: BrC1=C2C=C(N(C2=CC=C1)CC1=CC(=CC=C1)F)C(=O)N (4-Bromo-1-(3-fluoro-benzyl)-1H-indole-2-carboxylic acid amide). RXN SMILES: C([O:8][C:9]([C:11]1[N:12]([CH2:21][C:22]2[CH:27]=[CH:26][CH:25]=[C:24]([F:28])[CH:23]=2)[C:13]2[C:18]([CH:19]=1)=[C:17]([Br:20])[CH:16]=[CH:15][CH:14]=2)=O)C1C=CC=CC=1.[OH-].[Na+].C(Cl)(=O)C(Cl)=O.[NH3:37]>>[Br:20][C:17]1[CH:16]=[CH:15][CH:14]=[C:13]2[C:18]=1[CH:19]=[C:11]([C:9]([NH2:37])=[O:8])[N:12]2[CH2:21][C:22]1[CH:27]=[CH:26][CH:25]=[C:24]([F:28])[CH:23]=1 |f:1.2|. Reported procedure: 4-Bromo-1-(3-fluoro-benzyl)-1H-indole-2-carboxylic acid amide was prepared from 4-bromo-1-(3-fluoro-benzyl)-1H-indole-2-carboxylic acid benzyl ester by hydrolysis with ethanolic NaOH, followed by treatment with oxalyl chloride and then ammonia, as described in steps 3 and 4 of Example 1 MS: 348 (M+H)+. The reactants are C(C)OC1=CC=C(C=N1)[C@H](CO)NC(=O)[C@@H]1[C@H](C1)C1=CC=CC=C1 ((1S,2S)-2-Phenyl-cyclopropanecarboxylic acid [(R)-1-(6-ethoxy-pyridin-3-yl)-2-hydroxy-ethyl]-amide), C(C)OC1=CC=C(C=N1)[C@H](CO)NC(=O)[C@@H]1[C@H](C1)C1=CC=CC=C1 ((1S,2S)-2-Phenyl-cyclopropanecarboxylic acid [(R)-1-(6-ethoxy-pyridin-3-yl)-2-hydroxy-ethyl]-amide), [H-].[Na+] (NaH), [H-].[Na+] (sodium hydride), CI (Methyl iodide). Solvent: CN(C)C=O (DMF), [Cl-].[Na+].O (brine), CN(C)C=O (DMF), CN(C)C=O (DMF). Reaction conditions: time 30 minute. The product is C(C)OC1=CC=C(C=N1)[C@H](COC)NC(=O)[C@@H]1[C@H](C1)C1=CC=CC=C1 ((1S,2S)-2-Phenyl-cyclopropanecarboxylic acid [(R)-1-(6-ethoxy-pyridin-3-yl)-2-methoxy-ethyl]-amide). Reaction SMILES: [H-].[Na+].[CH2:3]([O:5][C:6]1[N:11]=[CH:10][C:9]([C@@H:12]([NH:15][C:16]([C@H:18]2[CH2:20][C@@H:19]2[C:21]2[CH:26]=[CH:25][CH:24]=[CH:23][CH:22]=2)=[O:17])[CH2:13][OH:14])=[CH:8][CH:7]=1)[CH3:4].[CH3:27]I>CN(C=O)C.[Cl-].[Na+].O>[CH2:3]([O:5][C:6]1[N:11]=[CH:10][C:9]([C@@H:12]([NH:15][C:16]([C@H:18]2[CH2:20][C@@H:19]2[C:21]2[CH:26]=[CH:25][CH:24]=[CH:23][CH:22]=2)=[O:17])[CH2:13][O:14][CH3:27])=[CH:8][CH:7]=1)[CH3:4] |f:0.1,5.6.7|. Procedure: NaH (60% suspension in mineral oil) (2.06 g, 51.5 mmol) was suspended in DMF and the reaction vessel was cooled in an ice bath. (1S,2S)-2-Phenyl-cyclopropanecarboxylic acid [(R)-1-(6-ethoxy-pyridin-3-yl)-2-hydroxy-ethyl]-amide (Compound 33) (15 g, 46 mmol) was dissolved in DMF (50 ml) and added drop wise to the sodium hydride suspension at 5-8 C over 20 minutes. The solution was stirred 30 minutes. Methyl iodide (3.30 ml, 53.0 mmol) dissolved in DMF (25 ml) was added drop wise at 5-12 C over 10 ... The reactants are CCCC[N+](CCCC)(CCCC)CCCC.[F-] (TBAF), O1CCCC1 (tetrahydrofuran), NC1=CC=C(C=C1)CO ((4-aminophenyl)methanol), Cl[Si](C)(C)C (chlorotrimethylsilane), [Cl-] (chloride), Cl (HCl), CCOC(=O)C (EtOAc). Reagents/catalysts: CN(C)C=1C=CN=CC1 (DMAP). Run in O (Water), N1=CC=CC=C1 (pyridine), N1=CC=CC=C1 (pyridine). Conditions: time 2 hour. Product: OCC1=CC=C(C=C1)NC(CCCCCCC(=O)OC)=O (Methyl 8-(4-(hydroxymethyl)phenylamino)-8-oxooctanoate). The yield is 30.0%. Reaction SMILES: [NH2:1][C:2]1[CH:7]=[CH:6][C:5]([CH2:8][OH:9])=[CH:4][CH:3]=1.Cl[Si](C)(C)C.[Cl-].[CH3:16][CH2:17]CC[N+](CCCC)(CCCC)CCCC.[F-].[O:34]1[CH2:38][CH2:37][CH2:36][CH2:35]1.Cl.C[CH2:41][O:42][C:43]([CH3:45])=[O:44]>N1C=CC=CC=1.CN(C1C=CN=CC=1)C.O>[OH:9][CH2:8][C:5]1[CH:6]=[CH:7][C:2]([NH:1][C:38](=[O:34])[CH2:37][CH2:36][CH2:35][CH2:16][CH2:17][CH2:45][C:43]([O:42][CH3:41])=[O:44])=[CH:3][CH:4]=1 |f:3.4|. Procedure: To a solution of (4-aminophenyl)methanol 32 (0.31 g, 2.50 mmol) in anhydrous pyridine (8 mL) was added chlorotrimethylsilane (0.32 mL, 2.50 mmol) at room temperature and stirring continued for 2 h. The mixture, together with a catalytic amount of DMAP, was added to a mixture of crude chloride 31 (obtained as described above) in pyridine at 0° C. The reaction was allowed to warm to room temperature and stirring continued overnight. Water (5 mL) and 1 M TBAF in tetrahydrofuran (THF) (0.25 mL, 0.25...